From a dataset of the Open Reaction Database (ORD), a public repository of structured organic reaction records. describe an organic reaction: reactants, conditions, products, and yield The reactants are FP(C(C(F)(F)F)(F)F)(C(C(F)(F)F)(F)F)(C(C(F)(F)F)(F)F)F (difluorotris(pentafluoroethyl)phosphorane), [BH4-].[Na+] (sodium borohydride). Reaction conditions: temperature 110 celsius, time 3 hour. Product: FC(C(F)(F)F)(F)P(C(C(F)(F)F)(F)F)C(C(F)(F)F)(F)F (tris(pentafluoroethyl)phosphine). Isolated yield 92.6%. As a reaction SMILES: F[P:2](F)([C:17]([F:23])([F:22])[C:18]([F:21])([F:20])[F:19])([C:10]([F:16])([F:15])[C:11]([F:14])([F:13])[F:12])[C:3]([F:9])([F:8])[C:4]([F:7])([F:6])[F:5].[BH4-].[Na+]>>[F:9][C:3]([P:2]([C:10]([F:15])([F:16])[C:11]([F:12])([F:13])[F:14])[C:17]([F:23])([F:22])[C:18]([F:21])([F:20])[F:19])([F:8])[C:4]([F:7])([F:6])[F:5] |f:1.2|. Reported procedure: 230.0 g (0.54 mol) of difluorotris(pentafluoroethyl)phosphorane and 41.2 g (1.089 mol) of sodium borohydride were refluxed with vigorous stirring for 3 hours in a glass flask at a bath temperature of about 110° C. The reaction mixture was subsequently distilled under reduced pressure (2 kPa), and two fractions of the product were collected in cold traps at a temperature of −78° C. and −195° C. respectively. For further purification, the combined products from both traps were distilled under atmo... Starting materials: crude product, N (ammonia), BrC=1C=C(C=CC1)C(=C)C1=CC(=C(C=C1)OC(C)C)C (4-[1-(3-bromo-phenyl)-vinyl]-1-isopropoxy-2-methyl-benzene), C(C)(=O)OCC.C(C)#N (ethyl acetate acetonitrile). Reagents/catalysts: [Ag]OC#N (silver cyanate). Product: BrC=1C=C(C=CC1)C1(N=C(OC1)N)C1=CC(=C(C=C1)OC(C)C)C ((RS)-4-(3-Bromo-phenyl)-4-(4-isopropoxy-3-methyl-phenyl)-4,5-dihydro-oxazol-2-ylamine). Yield: 55.0%. RXN SMILES: [Br:1][C:2]1[CH:3]=[C:4]([C:8]([C:10]2[CH:15]=[CH:14][C:13]([O:16][CH:17]([CH3:19])[CH3:18])=[C:12]([CH3:20])[CH:11]=2)=[CH2:9])[CH:5]=[CH:6][CH:7]=1.[NH3:21].C([O:25][CH2:26]C)(=O)C.C(#[N:30])C>[Ag]OC#N>[Br:1][C:2]1[CH:3]=[C:4]([C:8]2([C:10]3[CH:15]=[CH:14][C:13]([O:16][CH:17]([CH3:18])[CH3:19])=[C:12]([CH3:20])[CH:11]=3)[CH2:9][O:25][C:26]([NH2:30])=[N:21]2)[CH:5]=[CH:6][CH:7]=1 |f:2.3|. Reported procedure: mixture of 4-[1-(3-bromo-phenyl)-vinyl]-1-isopropoxy-2-methyl-benzene (6.8, 20.5 mmol) and silver cyanate in ethyl acetate/acetonitrile. The crude product of this reaction was subsequently reacted with aqueous ammonia (30% by vol). Purification by SCX column yielded 4.3 g of product (55%). Reaction SMILES: Cl[C:2]1[C:11]([CH2:12][C:13]2[CH:18]=[CH:17][C:16]([N:19]3[CH:23]=[CH:22][CH:21]=[N:20]3)=[CH:15][CH:14]=2)=[C:10]([CH3:24])[C:9]2[C:8]([OH:25])=[CH:7][CH:6]=[C:5]([F:26])[C:4]=2[N:3]=1.[CH:27]1(B(O)O)[CH2:29][CH2:28]1.C(=O)([O-])[O-].[Cs+].[Cs+].O1CCOCC1>O>[CH:27]1([C:2]2[C:11]([CH2:12][C:13]3[CH:18]=[CH:17][C:16]([N:19]4[CH:23]=[CH:22][CH:21]=[N:20]4)=[CH:15][CH:14]=3)=[C:10]([CH3:24])[C:9]3[C:8]([OH:25])=[CH:7][CH:6]=[C:5]([F:26])[C:4]=3[N:3]=2)[CH2:29][CH2:28]1 |f:2.3.4|. Yields the product C1(CC1)C1=NC=2C(=CC=C(C2C(=C1CC1=CC=C(C=C1)N1N=CC=C1)C)O)F (2-cyclopropyl-8-fluoro-4-methyl-3-(4-pyrazol-1-ylbenzyl)quinolin-5-ol). The reactants are ClC1=NC=2C(=CC=C(C2C(=C1CC1=CC=C(C=C1)N1N=CC=C1)C)O)F (2-chloro-8-fluoro-4-methyl-3-(4-pyrazol-1-ylbenzyl)quinolin-5-ol), C1(CC1)B(O)O (cyclopropylboronic acid), C([O-])([O-])=O.[Cs+].[Cs+] (caesium carbonate), O1CCOCC1 (dioxane). Solvent: O (water). Yield: 23.1%. Reaction conditions: temperature 90 celsius. Procedure details: A mixture of 2-chloro-8-fluoro-4-methyl-3-(4-pyrazol-1-ylbenzyl)quinolin-5-ol (0.26 g), cyclopropylboronic acid (0.12 g), caesium carbonate (0.92 g), dioxane (5.7 mL) and water (1.4 mL) was purged with argon, and then treated with [1,1′-bis(diphenylphosphino)ferrocene]dichloropalladium (II) (0.058 g). The mixture was heated at 90° C. for 3 hours, cooled to room temperature, neutralised with saturated aqueous ammonium chloride solution and extracted with ethyl acetate (3×20 mL). The combined extr... Reactants: O.NN (hydrazine monohydrate), C1(C=2C(C(N1CCCOC=1C=C3C=CC(NC3=CC1)=O)=O)=CC=CC2)=O (6-(3-phthalimidopropoxy)carbostyril), Cl (hydrochloric acid). The solvent is C(C)O (ethanol). Conditions: time 1 hour. Yields the product NCCCOC=1C=C2C=CC(NC2=CC1)=O (6-(3-aminopropoxy)carbostyril). The yield is 74.5%. RXN SMILES: C1(=O)[N:5]([CH2:6][CH2:7][CH2:8][O:9][C:10]2[CH:11]=[C:12]3[C:17](=[CH:18][CH:19]=2)[NH:16][C:15](=[O:20])[CH:14]=[CH:13]3)C(=O)C2=CC=CC=C12.O.NN.Cl>C(O)C>[NH2:5][CH2:6][CH2:7][CH2:8][O:9][C:10]1[CH:11]=[C:12]2[C:17](=[CH:18][CH:19]=1)[NH:16][C:15](=[O:20])[CH:14]=[CH:13]2 |f:1.2|. Procedure: To a suspension of 6-(3-phthalimidopropoxy)carbostyril (300 g) in ethanol (3 liters) is added hydrazine monohydrate (46 g), and the mixture is refluxed for 8 hours. After the mixture is allowed to cool, the precipitated crystals are collected by filtration, suspended in water, and the suspension thus obtained is acidified with conc. hydrochloric acid, and stirred for one hour. The insoluble materials are removed by filtration, and the filtrate is concentrated under reduced pressure to remove the... Starting materials: N1=CN=CC(=C1)C(C)(C)N=C=O (2-(5-pyrimidinyl)-2-propylisocyanate), [OH-].[Na+] (sodium hydroxide), C(CC(O)(C(=O)O)CC(=O)O)(=O)O (citric acid). Run in C1CCOC1 (THF), O (water), O (water), C(C)(=O)OCC (ethyl acetate). The product is N1=CN=CC(=C1)C(C)(C)N (2-(5-pyrimidinyl)-2-propylamine). As a reaction SMILES: [N:1]1[CH:6]=[C:5]([C:7]([N:10]=C=O)([CH3:9])[CH3:8])[CH:4]=[N:3][CH:2]=1.[OH-].[Na+].C(O)(=O)CC(CC(O)=O)(C(O)=O)O>O.C(OCC)(=O)C.C1COCC1>[N:1]1[CH:6]=[C:5]([C:7]([NH2:10])([CH3:9])[CH3:8])[CH:4]=[N:3][CH:2]=1 |f:1.2|. Procedure details: The crude 2-(5-pyrimidinyl)-2-propylisocyanate was treated with a mixture of 1.0N sodium hydroxide (26 mL), water (20 mL) and THF (100 mL) at 0° C. for 30 min, then the mixture was poured into ethyl acetate (200 mL) and water (100 mL). The aqueous layer was acidified to pH 5 with 10% citric acid, extracted twice with ethyl acetate, and then adjusted to pH 11, saturated with sodium chloride, and extracted with methylene chloride (3×250 mL). The combined methylene chloride extracts were dried (Na2... The reactants are O=C1OCCC1Br, Cl, [Na+], [Na+], O=C([O-])[O-], O, O=C(O)c1ccccc1S. The product is O=C(O)c1ccccc1SC1CCOC1=O. RXN SMILES: [Br:17][CH:18]1[C:19](=[O:20])[O:21][CH2:22][CH2:23]1.[ClH:24].[Na+:11].[Na+:12].[O-:13][C:14](=[O:15])[O-:16].[OH2:25].[OH:1][C:2](=[O:3])[c:4]1[cH:5][cH:6][cH:7][cH:8][c:9]1[SH:10]>>[OH:1][C:2](=[O:3])[c:4]1[cH:5][cH:6][cH:7][cH:8][c:9]1[S:10][CH:18]1[C:19](=[O:20])[O:21][CH2:22][CH2:23]1. Starting materials: C=C1CC(=O)O1 (diketene), NCC#N (aminoacetonitrile). The solvent is CO (methanol). Reaction conditions: time 2 hour. Product: C(#N)CNC(CC(=O)C)=O (acetoacetic N-cyanomethylamide). As a reaction SMILES: [CH2:1]=[C:2]1[O:6][C:4](=[O:5])[CH2:3]1.[NH2:7][CH2:8][C:9]#[N:10]>CO>[C:8]([CH2:9][NH:10][C:4](=[O:5])[CH2:3][C:2]([CH3:1])=[O:6])#[N:7]. Reported procedure: While stirring at -10° to 0° C, 92 g of freshly distilled diketene are added dropwise to a solution of 400 ml of methanol and 56 g of freshly distilled aminoacetonitrile. The mixture is allowed to warm to room temperature and stirring is continued for 2 hours at 35° C in a water bath. The solvent is distilled off by rotary evaporation and the solid residue is suspended in cold ether. Suction filtration yields the colourless, crystalline, pure acetoacetic N-cyanomethylamide with a melting point o... Yields the product O=C1CC(c2cccc(-c3nc(CN4CCOCC4)co3)c2)=Nc2ccc(-n3cccc3)cc2N1. Starting materials: C1COCCN1, CCO, O=C1CC(c2cccc(-c3nc(CCl)co3)c2)=Nc2ccc(-n3cccc3)cc2N1, O. RXN SMILES: [CH2:31]1[CH2:32][O:33][CH2:34][CH2:35][NH:36]1.[CH3:37][CH2:38][OH:39].[Cl:1][CH2:2][c:3]1[n:4][c:5](-[c:8]2[cH:9][c:10]([C:14]3=[N:15][c:16]4[c:17]([cH:22][c:23](-[n:26]5[cH:27][cH:28][cH:29][cH:30]5)[cH:24][cH:25]4)[NH:18][C:19](=[O:21])[CH2:20]3)[cH:11][cH:12][cH:13]2)[o:6][cH:7]1.[OH2:40]>>[CH2:2]([c:3]1[n:4][c:5](-[c:8]2[cH:9][c:10]([C:14]3=[N:15][c:16]4[c:17]([cH:22][c:23](-[n:26]5[cH:27][cH:28][cH:29][cH:30]5)[cH:24][cH:25]4)[NH:18][C:19](=[O:21])[CH2:20]3)[cH:11][cH:12][cH:13]2)[o:6][cH:7]1)[N:36]1[CH2:31][CH2:32][O:33][CH2:34][CH2:35]1. Reactants: N#Cc1cccc(CBr)c1, O=C([O-])[O-], CC#N, CCOC(C)=O, [Cs+], [Cs+], CC(C)(C)OC(=O)NC1CCCc2ccc(O)cc21. The product is CC(C)(C)OC(=O)NC1CCCc2ccc(OCc3cccc(C#N)c3)cc21. As a reaction SMILES: [C:20](#[N:21])[c:22]1[cH:23][c:24]([CH2:25][Br:26])[cH:27][cH:28][cH:29]1.[C:33](=[O:34])([O-:35])[O-:36].[CH3:30][C:31]#[N:32].[CH3:39][CH2:40][O:41][C:42](=[O:43])[CH3:44].[Cs+:37].[Cs+:38].[OH:1][c:2]1[cH:3][cH:4][c:5]2[c:10]([cH:11]1)[CH:9]([NH:12][C:13]([O:14][C:15]([CH3:16])([CH3:17])[CH3:18])=[O:19])[CH2:8][CH2:7][CH2:6]2>>[O:1]([c:2]1[cH:3][cH:4][c:5]2[c:10]([cH:11]1)[CH:9]([NH:12][C:13]([O:14][C:15]([CH3:16])([CH3:17])[CH3:18])=[O:19])[CH2:8][CH2:7][CH2:6]2)[CH2:25][c:24]1[cH:23][c:22]([C:20]#[N:21])[cH:29][cH:28][cH:27]1.